Dataset: the Open Reaction Database (ORD), a public repository of structured organic reaction records. Task: describe an organic reaction: reactants, conditions, products, and yield Reactants: FC1=C(C=C(C=C1)Br)OC1=CC=CC=C1 (4-fluoro-3-phenoxyphenyl bromide), [Mg] (magnesium), C(C)(=O)OCC(=CC1(CC1)C1=C(C=C(C=C1)C(F)(F)F)F)F (1-(3-Acetoxy-2-fluoroprop-1-enyl)-1-(2-fluoro-4-trifluoromethylphenyl)cyclopropane), Grignard reagent. Run in O1CCCC1 (tetrahydrofuran). Yields the product FC(=CC1(CC1)C1=C(C=C(C=C1)C(F)(F)F)F)CC1=CC(=C(C=C1)F)OC1=CC=CC=C1 (1-(2-fluoro-3-(4-fluoro-3-phenoxyphenyl)prop-1-enyl)-1-(2-fluoro-4-trifluoromethylphenyl)cyclopropane). Yield: 27.1%. As a reaction SMILES: [F:1][C:2]1[CH:7]=[CH:6][C:5](Br)=[CH:4][C:3]=1[O:9][C:10]1[CH:15]=[CH:14][CH:13]=[CH:12][CH:11]=1.[Mg].C(O[CH2:21][C:22]([F:38])=[CH:23][C:24]1([C:27]2[CH:32]=[CH:31][C:30]([C:33]([F:36])([F:35])[F:34])=[CH:29][C:28]=2[F:37])[CH2:26][CH2:25]1)(=O)C>O1CCCC1>[F:38][C:22]([CH2:21][C:5]1[CH:6]=[CH:7][C:2]([F:1])=[C:3]([O:9][C:10]2[CH:15]=[CH:14][CH:13]=[CH:12][CH:11]=2)[CH:4]=1)=[CH:23][C:24]1([C:27]2[CH:32]=[CH:31][C:30]([C:33]([F:34])([F:35])[F:36])=[CH:29][C:28]=2[F:37])[CH2:25][CH2:26]1. Procedure details: The method of Example 25 was updated using a Grignard reagent, prepared from 4-fluoro-3-phenoxyphenyl bromide (0.26 g), tetrahydrofuran (2 ml) and magnesium (22 mg) and 1-(3-acetoxy-2-fluoroprop-1-enyl)-1-(2-fluoro-4-trifluoromethylphenyl)cyclopropane (Example 21) (0.1 g). The residue after evaporation was purified by preparative thin layer chromatography (solvent: diethyl ether/hexane; 1:9) and then preparative high performance liquid chromatography (column: phenyl; solvent: methanol; flow rate... Reactants: B, C1CCOC1, CSC, Cl, CC(=O)NCc1ccc(C(F)(F)F)cc1. Yields the product CCNCc1ccc(C(F)(F)F)cc1. RXN SMILES: [BH3:19].[CH2:21]1[O:22][CH2:23][CH2:24][CH2:25]1.[CH3:16][S:17][CH3:18].[ClH:20].[F:1][C:2]([c:3]1[cH:4][cH:5][c:6]([CH2:7][NH:8][C:9]([CH3:10])=[O:11])[cH:12][cH:13]1)([F:14])[F:15]>>[F:1][C:2]([c:3]1[cH:4][cH:5][c:6]([CH2:7][NH:8][CH2:9][CH3:10])[cH:12][cH:13]1)([F:14])[F:15]. Reactants: C(C)(C)(C)OC(=O)NNC1=CC=C(C=C1)C(NC1CC(N(C(C1)(C)C)C)(C)C)=O (N′-[4-(1,2,2,6,6-Pentamethyl-piperidin-4-ylcarbamoyl)-phenyl]-hydrazinecarboxylic acid tert-butyl ester). The solvent is Cl (HCl), O1CCOCC1 (dioxane). Conditions: time 1.5 hour. The product is N(N)C1=CC=C(C(=O)NC2CC(N(C(C2)(C)C)C)(C)C)C=C1 (4-Hydrazino-N-(1,2,2,6,6-pentamethyl-piperidin-4-yl)-benzamide). Reaction SMILES: C(OC([NH:8][NH:9][C:10]1[CH:15]=[CH:14][C:13]([C:16](=[O:29])[NH:17][CH:18]2[CH2:23][C:22]([CH3:25])([CH3:24])[N:21]([CH3:26])[C:20]([CH3:28])([CH3:27])[CH2:19]2)=[CH:12][CH:11]=1)=O)(C)(C)C>Cl.O1CCOCC1>[NH:9]([C:10]1[CH:15]=[CH:14][C:13]([C:16]([NH:17][CH:18]2[CH2:19][C:20]([CH3:27])([CH3:28])[N:21]([CH3:26])[C:22]([CH3:25])([CH3:24])[CH2:23]2)=[O:29])=[CH:12][CH:11]=1)[NH2:8]. Procedure: N′-[4-(1,2,2,6,6-Pentamethyl-piperidin-4-ylcarbamoyl)-phenyl]-hydrazinecarboxylic acid tert-butyl ester was dissolved in 4M HCl in dioxane (30 ml) and left to stir for 1-2 hrs. The solution went quickly from a deep orange colour to a bright orange colour. After 1 hr reaction time, the solvent was removed under vacuum to reveal an orange oil that under a vacuum for several minutes crystalised out to give orange crystals in a sticky orange oil. Starting materials: [N+](=O)([O-])C1=CC2=C(C(OC(=N2)OCC)=O)C=C1 (7-Nitro-2-ethoxy-4H-3,1-benzoxazin-4-one), C1CCCCC1 (cyclohexane). Reagents/catalysts: [Pd] (Pd-C). Run in C1=CC=CC=C1 (benzene). Product: NC1=CC2=C(C(OC(=N2)OCC)=O)C=C1 (7-Amino-2-ethoxy-4H-3,1-benzoxazin-4-one). Yield: 47.0%. Reaction SMILES: [N+:1]([C:4]1[CH:17]=[CH:16][C:7]2[C:8](=[O:15])[O:9][C:10]([O:12][CH2:13][CH3:14])=[N:11][C:6]=2[CH:5]=1)([O-])=O.C1CCCCC1>C1C=CC=CC=1.[Pd]>[NH2:1][C:4]1[CH:17]=[CH:16][C:7]2[C:8](=[O:15])[O:9][C:10]([O:12][CH2:13][CH3:14])=[N:11][C:6]=2[CH:5]=1. Reported procedure: 7-Nitro-2-ethoxy-4H-3,1-benzoxazin-4-one (1 gm, 4.2 m mol.), 10% Pd-C (1 gm), and cyclohexane (2.5 ml) were refluxed in dry benzene (50 ml) under anhydrous conditions for 3 hours. The hot reaction mixture was filtered immediately through celite and the catalyst on celite was washed with hot benzene (25 ml). The combined filtrate was evaporated to dryness under reduced pressure. The residue was stirred in anhydrous ether (30 ml) to give 410 mg (47%) of the title compound, 7-amino-2-ethoxy-4H-3,1-... Starting materials: C1CCNCC1, CC(=O)O, COc1cc(C#N)ccc1C=O, ClCCl, CCOC(=O)CC(C)=O. The product is CCOC(=O)C(=Cc1ccc(C#N)cc1OC)C(C)=O. RXN SMILES: [CH2:26]1[CH2:27][CH2:28][NH:29][CH2:30][CH2:31]1.[CH3:22][C:23](=[O:24])[OH:25].[CH:1](=[O:2])[c:3]1[c:4]([O:11][CH3:12])[cH:5][c:6]([C:7]#[N:8])[cH:9][cH:10]1.[Cl:32][CH2:33][Cl:34].[O:13]=[C:14]([CH2:15][C:16](=[O:17])[O:18][CH2:19][CH3:20])[CH3:21]>>[CH:1]([c:3]1[c:4]([O:11][CH3:12])[cH:5][c:6]([C:7]#[N:8])[cH:9][cH:10]1)=[C:15]([C:14](=[O:13])[CH3:21])[C:16](=[O:17])[O:18][CH2:19][CH3:20].